This data is from the Open Reaction Database (ORD), a public repository of structured organic reaction records. The task is: describe an organic reaction: reactants, conditions, products, and yield Starting materials: CC1=NN=NN1C1=C(C(=O)O)C=CC=N1 (2-(5-Methyl-1H-tetrazol-1-yl)nicotinic acid), C([O-])([O-])=O.[K+].[K+] (potassium carbonate), C(C)I (ethyl iodide). Solvent: CC(=O)C (acetone). Product: CC1=NN=NN1C1=C(C(=O)OCC)C=CC=N1 (ethyl 2-(5-methyl-1H-tetrazol-1-yl)nicotinate). Reaction SMILES: [CH3:1][C:2]1[N:6]([C:7]2[N:15]=[CH:14][CH:13]=[CH:12][C:8]=2[C:9]([OH:11])=[O:10])[N:5]=[N:4][N:3]=1.C(=O)([O-])[O-].[K+].[K+].[CH2:22](I)[CH3:23]>CC(C)=O>[CH3:1][C:2]1[N:6]([C:7]2[N:15]=[CH:14][CH:13]=[CH:12][C:8]=2[C:9]([O:11][CH2:22][CH3:23])=[O:10])[N:5]=[N:4][N:3]=1 |f:1.2.3|. Procedure: 2-(5-Methyl-1H-tetrazol-1-yl)nicotinic acid (5.6 g, 27 mmole) was suspended in acetone (250 mL), potassium carbonate (5 g) and ethyl iodide (5 mL) were added and the reaction mixture was heated at reflux for 2 hours. The acetone was removed under vacuum. The residue was partitioned between water and dichloromethane. The dichloromethane layer was separated, dried, then concentrated under vacuum to provide 6.3 g of ethyl 2-(5-methyl-1H-tetrazol-1-yl)nicotinate. Reactants: O1C(=CC=C1)C1=CC=2C(=NC=C(C2)S(=O)(=O)C)N1S(=O)(=O)C1=CC=CC=C1 (2-(2-Furyl)-5-methanesulfonyl-1-benzenesulfonyl-1H-pyrrolo[2,3-b]pyridine), O (water). Run in O1CCCC1.O1CCOCC1 (tetrahydrofuran dioxane), [OH-].[K+] (potassium hydroxide). Conditions: temperature 60 celsius, time 15 hour. The product is O1C(=CC=C1)C1=CC=2C(=NC=C(C2)S(=O)(=O)C)N1 (2-(2-Furyl)-5-methanesulfonyl-1H-pyrrolo[2,3-b]pyridine). Isolated yield 98.0%. RXN SMILES: [O:1]1[CH:5]=[CH:4][CH:3]=[C:2]1[C:6]1[N:18](S(C2C=CC=CC=2)(=O)=O)[C:9]2=[N:10][CH:11]=[C:12]([S:14]([CH3:17])(=[O:16])=[O:15])[CH:13]=[C:8]2[CH:7]=1.O>O1CCCC1.O1CCOCC1.[OH-].[K+]>[O:1]1[CH:5]=[CH:4][CH:3]=[C:2]1[C:6]1[NH:18][C:9]2=[N:10][CH:11]=[C:12]([S:14]([CH3:17])(=[O:16])=[O:15])[CH:13]=[C:8]2[CH:7]=1 |f:2.3,4.5|. Procedure: To a solution of the compound obtained in the step of Example 1 (3) (675 mg) in a mixture of tetrahydrofuran/dioxane (5:1, 120 ml), a IN aqueous potassium hydroxide solution (5 ml) was added and the mixture was stirred at 60° C. for 15 hours. The reaction solution was then poured into water, extracted with ethyl acetate, dried over anhydrous magnesium sulfate, filtered and concentrated under reduced pressure to obtain 431 mg (98%) of the desired product as a brown powder.